Dataset: the Open Reaction Database (ORD), a public repository of structured organic reaction records. Task: describe an organic reaction: reactants, conditions, products, and yield The reactants are ClC([C@@H]1O[C@@H]([C@@H](C(O1)=O)C)C)(Cl)Cl ((2R, 5S, 6R)-2-trichloromethyl-5,6-dimethyl-1,3-dioxan-4-one), S(O)(O)(=O)=O (sulfuric acid), CC(C)O (2-propanol). Solvent: O (water). Reaction conditions: time 1 hour. Yields the product C[C@H](C(=O)OC(C)C)[C@@H](C)O (isopropyl (2S, 3R)-2-methyl-3-hydroxybutanoate). RXN SMILES: Cl[C:2](Cl)(Cl)[C@H:3]1[O:8][C:7](=[O:9])[C@@H:6]([CH3:10])[C@@H:5]([CH3:11])[O:4]1.S(=O)(=O)(O)O.[CH3:19]C(O)C>O>[CH3:10][C@@H:6]([C@H:5]([OH:4])[CH3:11])[C:7]([O:8][CH:3]([CH3:19])[CH3:2])=[O:9]. Procedure details: To 1.0 g of (2R, 5S, 6R)-2-trichloromethyl-5,6-dimethyl-1,3-dioxan-4-one obtained by procedure similar to Example 1-(4) were added 0.1 ml of concentrated sulfuric acid and 10 ml of 2-propanol, stirred at room temperature for one hour, and 20 ml of water was added followed by ether extraction. The ether phase was dried over anhydrous sodium sulfate and ether was distilled off, and then the residue was subjected to distillation to obtain 0.4 g of isopropyl (2S, 3R)-2-methyl-3-hydroxybutanoate. ##S... The reactants are C(=O)(C(F)(F)F)O (TFA), C(C)(C)(C)OC(=O)N1CCC(CC1)C1=NC=CC=N1 (N-t-butoxycarbonyl-4-(2-pyrimidinyl)piperidine), resultant mixture. The solvent is C(Cl)Cl (methylene chloride). Yields the product N1=C(N=CC=C1)C1CCNCC1 (4-(2-pyrimidinyl)piperidine). Reaction SMILES: C(OC([N:8]1[CH2:13][CH2:12][CH:11]([C:14]2[N:19]=[CH:18][CH:17]=[CH:16][N:15]=2)[CH2:10][CH2:9]1)=O)(C)(C)C.C(O)(C(F)(F)F)=O>C(Cl)Cl>[N:15]1[CH:16]=[CH:17][CH:18]=[N:19][C:14]=1[CH:11]1[CH2:12][CH2:13][NH:8][CH2:9][CH2:10]1. Reported procedure: 1.5 g of the compound of step 1 of Example 26 was dissolved in 30 ml of methylene chloride, 10 ml of TFA was added, then the resultant mixture was agitated at room temperature for 30 minutes. Procedure details: To a solution of the compound (0.10 g, 0.27 mmol) of Example 103 in ethanol (4.0 mL), 50% potassium hydroxide solution (2.0 mL, 0.036 mol) was added at ambient temperature. The mixture was refluxed for 2 h. Cooled to ambient temperature, the solvent was removed under reduced pressure. Water was added to this residue, the mixture was washed with ethyl acetate then 1M hydrochloric acid was added to adjust pH to acidic, and then the solvent was removed under reduced pressure. The residue was purifi... RXN SMILES: [NH:1]1[C:5]2=[N:6][CH:7]=[CH:8][CH:9]=[C:4]2[C:3]([CH:10]=[C:11]2[O:15][C:14]([NH:16][CH:17]3[CH2:21][CH2:20][CH2:19][CH2:18]3)=[C:13](C(OCC)=O)[C:12]2=[O:27])=[CH:2]1.[OH-].[K+]>C(O)C>[NH:1]1[C:5]2=[N:6][CH:7]=[CH:8][CH:9]=[C:4]2[C:3]([CH:10]=[C:11]2[C:12](=[O:27])[CH:13]=[C:14]([NH:16][CH:17]3[CH2:18][CH2:19][CH2:20][CH2:21]3)[O:15]2)=[CH:2]1 |f:1.2|. Solvent: C(C)O (ethanol). The reactants are N1C=C(C=2C1=NC=CC2)C=C2C(C(=C(O2)NC2CCCC2)C(=O)OCC)=O (Ethyl 5-[(1H-pyrrolo[2,3-b]pyridin-3-yl)methylene]-2-(cyclopentylamino)-4-oxo-4,5-dihydrofuran-3-carboxylate), [OH-].[K+] (potassium hydroxide). Isolated yield 1.9%. Yields the product N1C=C(C=2C1=NC=CC2)C=C2OC(=CC2=O)NC2CCCC2 (2-[(1H-Pyrrolo[2,3-b]pyridin-3-yl)methylene]-5-(cyclopentylamino)furan-3(2H)-one). Reactants: CSc1ccc(C(O)c2ccc(SC)cc2)cc1, ClCCl, O=[Mn]=O. Yields the product CSc1ccc(C(=O)c2ccc(SC)cc2)cc1. Reaction SMILES: [CH3:1][S:2][c:3]1[cH:4][cH:5][c:6]([CH:9]([OH:10])[c:11]2[cH:12][cH:13][c:14]([S:17][CH3:18])[cH:15][cH:16]2)[cH:7][cH:8]1.[Cl:19][CH2:20][Cl:21].[O:22]=[Mn:23]=[O:24]>>[CH3:1][S:2][c:3]1[cH:4][cH:5][c:6]([C:9](=[O:10])[c:11]2[cH:12][cH:13][c:14]([S:17][CH3:18])[cH:15][cH:16]2)[cH:7][cH:8]1. The reactants are BrCCc1ccccc1, Cc1ccc2[nH]c3c(c2c1)CCN(C)CC3, I[Cu]I, CN(C)C=O, O, O=C(O)C1CCCN1. Yields the product Cc1ccc2c(c1)c1c(n2CCc2ccccc2)CCN(C)CC1. RXN SMILES: [Br:25][CH2:26][CH2:27][c:28]1[cH:29][cH:30][cH:31][cH:32][cH:33]1.[CH3:1][N:2]1[CH2:3][CH2:4][c:5]2[nH:6][c:7]3[cH:8][cH:9][c:10]([CH3:16])[cH:11][c:12]3[c:13]2[CH2:14][CH2:15]1.[Cu:39]([I:40])[I:41].[O:34]=[CH:35][N:36]([CH3:37])[CH3:38].[OH2:42].[OH:17][C:18]([CH:19]1[NH:20][CH2:21][CH2:22][CH2:23]1)=[O:24]>>[CH3:1][N:2]1[CH2:3][CH2:4][c:5]2[n:6]([CH2:26][CH2:27][c:28]3[cH:29][cH:30][cH:31][cH:32][cH:33]3)[c:7]3[cH:8][cH:9][c:10]([CH3:16])[cH:11][c:12]3[c:13]2[CH2:14][CH2:15]1. As a reaction SMILES: [CH2:1]([c:2]1[cH:3][cH:4][cH:5][cH:6][cH:7]1)[O:8][CH2:9][CH2:10][CH2:11][CH2:12][CH2:13][CH2:14][O:15][CH2:16][C:17]([F:18])([F:19])[c:20]1[cH:21][c:22]([N:26]2[C:27](=[O:32])[NH:28][CH2:29][C:30]2=[O:31])[cH:23][cH:24][cH:25]1.[CH3:33][CH2:34][OH:35]>>[OH:8][CH2:9][CH2:10][CH2:11][CH2:12][CH2:13][CH2:14][O:15][CH2:16][C:17]([F:18])([F:19])[c:20]1[cH:21][c:22]([N:26]2[C:27](=[O:32])[NH:28][CH2:29][C:30]2=[O:31])[cH:23][cH:24][cH:25]1. Starting materials: O=C1CNC(=O)N1c1cccc(C(F)(F)COCCCCCCOCc2ccccc2)c1, CCO. Yields the product O=C1CNC(=O)N1c1cccc(C(F)(F)COCCCCCCO)c1. Reactants: CCOC(C)=O, CCOC(=O)C(CCCCCCCN1C(=O)c2ccccc2C1=O)NC1CSc2ccccc2N(CC(=O)OC(C)(C)C)C1=O, Cl. The product is CCOC(=O)C(CCCCCCCN1C(=O)c2ccccc2C1=O)NC1CSc2ccccc2N(CC(=O)O)C1=O, Cl. RXN SMILES: [C:46]([O:47][CH2:48][CH3:49])(=[O:50])[CH3:51].[CH2:1]([CH3:2])[O:3][C:4](=[O:5])[CH:6]([CH2:7][CH2:8][CH2:9][CH2:10][CH2:11][CH2:12][CH2:13][N:14]1[C:15](=[O:24])[c:16]2[c:17]([cH:20][cH:21][cH:22][cH:23]2)[C:18]1=[O:19])[NH:25][CH:26]1[CH2:27][S:28][c:29]2[c:30]([cH:42][cH:43][cH:44][cH:45]2)[N:31]([CH2:34][C:35](=[O:36])[O:37][C:38]([CH3:39])([CH3:40])[CH3:41])[C:32]1=[O:33].[ClH:52]>>[CH2:1]([CH3:2])[O:3][C:4](=[O:5])[CH:6]([CH2:7][CH2:8][CH2:9][CH2:10][CH2:11][CH2:12][CH2:13][N:14]1[C:15](=[O:24])[c:16]2[c:17]([cH:20][cH:21][cH:22][cH:23]2)[C:18]1=[O:19])[NH:25][CH:26]1[CH2:27][S:28][c:29]2[c:30]([cH:42][cH:43][cH:44][cH:45]2)[N:31]([CH2:34][C:35](=[O:36])[OH:37])[C:32]1=[O:33].[ClH:52]. The reactants are Cl.NNC(=O)N (semicarbazide hydrochloride), C(C)OC(C(=O)C1=CC=C(C(=O)OC)C=C1)OCC (methyl 4-(diethoxyacetyl)benzoate), Cl.NNC(=O)N (semicarbazide hydrochloride), C(C)(C)N(C(C)C)CC (N,N-diisopropylethylamine), CO (methanol). Run in ClCCCl (1,2-dichloroethane), C(Cl)Cl (methylene chloride). Reaction conditions: temperature 95 celsius, time 1 hour. Product: O=C1NN=C(C=N1)C1=CC=C(C(=O)OC)C=C1 (Methyl 4-(3-oxo-2,3-dihydro-1,2,4-triazin-6-yl)benzoate). RXN SMILES: C(O[CH:4](OCC)[C:5]([C:7]1[CH:16]=[CH:15][C:10]([C:11]([O:13][CH3:14])=[O:12])=[CH:9][CH:8]=1)=O)C.Cl.[NH2:21][NH:22][C:23]([NH2:25])=[O:24].C(N(CC)C(C)C)(C)C.CO>ClCCCl.C(Cl)Cl>[O:24]=[C:23]1[N:25]=[CH:4][C:5]([C:7]2[CH:8]=[CH:9][C:10]([C:11]([O:13][CH3:14])=[O:12])=[CH:15][CH:16]=2)=[N:21][NH:22]1 |f:1.2|. Procedure details: A mixture of methyl 4-(diethoxyacetyl)benzoate (15.4 g, 0.0578 mol), semicarbazide hydrochloride (7.1 g, 0.064 mol), N,N-diisopropylethylamine (12 mL, 0.069 mol) in 1,2-dichloroethane (150 mL), and methanol (2 mL) was heated at 95° C. for 4 h. To the mixture was added an additional 0.1 equivalents of semicarbazide hydrochloride. The mixture was stirred at 95° C. for 1 h. After cooling to RT, the mixture was diluted with methylene chloride and washed with water, brine, dried over Na2SO4, filtered... As a reaction SMILES: [CH2:1]([CH3:2])[O:3][c:4]1[cH:5][c:6]2[c:11]([cH:12][c:13]1[O:14][CH2:15][CH3:16])[CH2:10][N:9]([C:17]([O:18][C:19]([CH3:20])([CH3:21])[CH3:22])=[O:23])[CH:8]([C:24](=[O:25])[OH:26])[CH2:7]2.[CH3:32][CH2:33][O:34][C:35](=[O:36])[CH3:37].[CH:28]([OH:29])([CH3:30])[CH3:31].[ClH:27]>>[CH2:1]([CH3:2])[O:3][c:4]1[cH:5][c:6]2[c:11]([cH:12][c:13]1[O:14][CH2:15][CH3:16])[CH2:10][NH:9][CH:8]([C:24](=[O:25])[OH:26])[CH2:7]2. The product is CCOc1cc2c(cc1OCC)CC(C(=O)O)NC2. Reactants: CCOc1cc2c(cc1OCC)CN(C(=O)OC(C)(C)C)C(C(=O)O)C2, CCOC(C)=O, CC(C)O, Cl.